describe an organic reaction: reactants, conditions, products, and yield From a dataset of the Open Reaction Database (ORD), a public repository of structured organic reaction records. The reactants are C1(CCC2=CC=CC=C12)N[C@@H](C)C(=O)O (N-(1-Indanyl)alanine), C(C)(=O)SCC(C(=O)Cl)C (3-acetylthio-2-methylpropionyl chloride), O (water). Solvent: CC(=O)N(C)C (dimethylacetamide). Reaction conditions: time 2 hour. Yields the product C(C)(=O)SCC(C(=O)N([C@@H](C)C(=O)O)C1CCC2=CC=CC=C12)C (N-(3-acetylthio-2-methylpropionyl)-N-(1-indanyl)alanine). The yield is 45.0%. RXN SMILES: [CH:1]1([NH:10][C@H:11]([C:13]([OH:15])=[O:14])[CH3:12])[C:9]2[C:4](=[CH:5][CH:6]=[CH:7][CH:8]=2)[CH2:3][CH2:2]1.[C:16]([S:19][CH2:20][CH:21]([CH3:25])[C:22](Cl)=[O:23])(=[O:18])[CH3:17].O>CC(N(C)C)=O>[C:16]([S:19][CH2:20][CH:21]([CH3:25])[C:22]([N:10]([CH:1]1[C:9]2[C:4](=[CH:5][CH:6]=[CH:7][CH:8]=2)[CH2:3][CH2:2]1)[C@H:11]([C:13]([OH:15])=[O:14])[CH3:12])=[O:23])(=[O:18])[CH3:17]. Reported procedure: N-(1-Indanyl)alanine (3.0 g) is suspended in 30 ml of dimethylacetamide, then 3.3 g of 3-acetylthio-2-methylpropionyl chloride is added dropwise with stirring at room temperature, and thereafter stirring is continued at room temperature for 2 hours. The reaction mixture is poured into 200 ml of water, and extracted with 200 ml of ethyl acetate. The extract is washed with 10 ml of 10% hydrochloric acid and with water, and dried. The ethyl acetate is distilled off under reduced pressure, and the r... The reactants are C(C)(C)(C)[Li] (tert-butyllithium), C(C)(C)(C)OC(CN(CC(=O)OC(C)(C)C)C1=C(C=C(C=C1)Br)OCC1=CC=CC=C1)=O ([(2-Benzyloxy-4-bromo-phenyl)-tert-butoxycarbonylmethyl-amino]-acetic acid tert-butyl ester), FC1=CC=2C(C3=CC(=C(C=C3OC2C=C1OCOCCOC)OCOCCOC)F)=O (2,7-Difluoro-3,6-bis-(2-methoxyethoxymethoxy)-xanthen-9-one). Run in C1CCOC1.CC1OCCC1 (THF 2-methyltetrahydrofuran), C1CCOC1 (THF). Reaction conditions: temperature -105 celsius, time 10 minute. Product: C(C)(C)(C)OC(CN(CC(=O)OC(C)(C)C)C1=C(C=C(C=C1)C1(C2=CC(=C(C=C2OC=2C=C(C(=CC12)F)OCOCCOC)OCOCCOC)F)O)OCC1=CC=CC=C1)=O (({2-Benzyloxy-4-[2,7-difluoro-9-hydroxy-3,6-bis-(2-methoxyethoxymethoxy)-9H xanthen-9-yl]-phenyl}-tert-butoxycarbonylmethyl-amino)-acetic acid tert-butyl ester). The yield is 69.3%. As a reaction SMILES: [C:1]([O:5][C:6](=[O:32])[CH2:7][N:8]([C:17]1[CH:22]=[CH:21][C:20](Br)=[CH:19][C:18]=1[O:24][CH2:25][C:26]1[CH:31]=[CH:30][CH:29]=[CH:28][CH:27]=1)[CH2:9][C:10]([O:12][C:13]([CH3:16])([CH3:15])[CH3:14])=[O:11])([CH3:4])([CH3:3])[CH3:2].C([Li])(C)(C)C.[F:38][C:39]1[C:52]([O:53][CH2:54][O:55][CH2:56][CH2:57][O:58][CH3:59])=[CH:51][C:50]2[O:49][C:48]3[C:43](=[CH:44][C:45]([F:67])=[C:46]([O:60][CH2:61][O:62][CH2:63][CH2:64][O:65][CH3:66])[CH:47]=3)[C:42](=[O:68])[C:41]=2[CH:40]=1>C1COCC1.CC1CCCO1.C1COCC1>[C:1]([O:5][C:6](=[O:32])[CH2:7][N:8]([C:17]1[CH:22]=[CH:21][C:20]([C:42]2([OH:68])[C:43]3[CH:44]=[C:45]([F:67])[C:46]([O:60][CH2:61][O:62][CH2:63][CH2:64][O:65][CH3:66])=[CH:47][C:48]=3[O:49][C:50]3[C:41]2=[CH:40][C:39]([F:38])=[C:52]([O:53][CH2:54][O:55][CH2:56][CH2:57][O:58][CH3:59])[CH:51]=3)=[CH:19][C:18]=1[O:24][CH2:25][C:26]1[CH:31]=[CH:30][CH:29]=[CH:28][CH:27]=1)[CH2:9][C:10]([O:12][C:13]([CH3:16])([CH3:15])[CH3:14])=[O:11])([CH3:4])([CH3:3])[CH3:2] |f:3.4|. Reported procedure: The bromide 13 (807 mg, 1.59 mmol) was dissolved in 20 mL THF/2-methyltetrahydrofuran (1:1) and cooled to −105° C. in a liquid N2/diethyl ether bath. After stirring at −105° C. for 10 min, 4.5 mL of tert-butyllithium (1.1 M in pentanes) was added dropwise. Stirring was continued for another 15 min. 2,7-difluoro-3,6-bis-(2-methoxy-ethoxymethoxy)-xanthen-9-one 9 (912 mg, 2.07 mmol) dissolved in THF (10 mL) was added dropwise to the reaction mixture. The mixture was stirred at −105° C. for 30 min, ...